Dataset: the Open Reaction Database (ORD), a public repository of structured organic reaction records. Task: describe an organic reaction: reactants, conditions, products, and yield Starting materials: FC1=C(C=O)C=C(C=C1)O (2-Fluoro-5-hydroxybenzaldehyde), FC1=C(C=O)C=C(C=C1)OC (2-fluoro-5-methoxybenzaldehyde), B(Br)(Br)Br (boron tribromide). Run in ClCCl (dichloromethane), ClCCl (dichloromethane). Conditions: time 3 hour. Yields the product FC1=C(CO)C=C(C=C1)O (2-Fluoro-5-hydroxybenzyl alcohol), oil. RXN SMILES: [F:1][C:2]1[CH:9]=[CH:8][C:7]([OH:10])=[CH:6][C:3]=1[CH:4]=[O:5].FC1C=CC(OC)=CC=1C=O.B(Br)(Br)Br>ClCCl>[F:1][C:2]1[CH:9]=[CH:8][C:7]([OH:10])=[CH:6][C:3]=1[CH2:4][OH:5]. Procedure details: 2-Fluoro-5-hydroxybenzyl alcohol was prepared according to the following procedure: 2-Fluoro-5-hydroxybenzaldehyde: to a stirred solution of 2-fluoro-5-methoxybenzaldehyde (18.3 g) in dichloromethane (200 mL) at 0° C. was added dropwise a solution of boron tribromide in dichloromethane (1M, 120 mL, 1 eq.). The mixture was stirred for 3 h then concentrated to a volume of ˜50 mL and partitioned between ethyl acetate (500 mL) and water (500 mL). The organic layer was washed (water), dried (magnesiu...